From a dataset of the Open Reaction Database (ORD), a public repository of structured organic reaction records. describe an organic reaction: reactants, conditions, products, and yield The reactants are ICCCC (Iodobutane), OC=1C=C2C(C=C(C(C2=CC1)=O)C(C=O)(C)C)=O (2-(6-Hydroxy-1,4-dioxo-1,4-dihydro-2-naphthalenyl)-2-methylpropanal), OC=1C=C2C(C=C(C(C2=CC1)=O)C(C=O)(C)C)=O (2-(6-Hydroxy-1,4-dioxo-1,4-dihydro-2-naphthalenyl)-2-methylpropanal), Ag2O. Reagents/catalysts: [Ag] (silver). Solvent: CC#N (CH3CN). Yields the product C(CCC)OC=1C=C2C(C=C(C(C2=CC1)=O)C(C=O)(C)C)=O (2-(6-Butoxy-1,4-dioxo-1,4-dihydro-2-naphthalenyl)-2-methylpropanal). Reaction SMILES: [OH:1][C:2]1[CH:3]=[C:4]2[C:9](=[CH:10][CH:11]=1)[C:8](=[O:12])[C:7]([C:13]([CH3:17])([CH3:16])[CH:14]=[O:15])=[CH:6][C:5]2=[O:18].I[CH2:20][CH2:21][CH2:22][CH3:23]>CC#N.[Ag]>[CH2:20]([O:1][C:2]1[CH:3]=[C:4]2[C:9](=[CH:10][CH:11]=1)[C:8](=[O:12])[C:7]([C:13]([CH3:16])([CH3:17])[CH:14]=[O:15])=[CH:6][C:5]2=[O:18])[CH2:21][CH2:22][CH3:23]. Reported procedure: A mixture of 2-(6-Hydroxy-1,4-dioxo-1,4-dihydro-2-naphthalenyl)-2-methylpropanal (compound 3 prepared in step II above) (125 mg, 0.52 mmol) and freshly prepared Ag2O (240 mg, 1.04 mmol) in CH3CN was ultrasonicated for 2 min to disperse the silver salt. Iodobutane (120 μL, 1.05 mmol) was added and the mixture was stirred over night at room temperature. The mixture was filtered on Celite and was washed with EtOAc. The crude product was purified on silica gel with hexane:EtOAc 4:1 but failed to yie... Reactants: ClC1=CC=C(C=C1)C=1N(C(NN1)=O)CC (5-(4-chlorophenyl) -2,4-dihydro-4-ethyl-3H-1,2,4-triazol-3-one), [OH-].[Na+] (NaOH), CI (methyl iodide). Run in C(C)O (ethanol). Conditions: time 8 hour. Product: ClC1=CC=C(C=C1)C=1N(C(N(N1)C)=O)CC (5-(4-Chlorophenyl)-2,4-dihydro-4-ethyl-2-methyl-3H-1,2,4-triazol-3-one). As a reaction SMILES: [Cl:1][C:2]1[CH:7]=[CH:6][C:5]([C:8]2[N:9]([CH2:14][CH3:15])[C:10](=[O:13])[NH:11][N:12]=2)=[CH:4][CH:3]=1.[OH-].[Na+].[CH3:18]I>C(O)C>[Cl:1][C:2]1[CH:3]=[CH:4][C:5]([C:8]2[N:9]([CH2:14][CH3:15])[C:10](=[O:13])[N:11]([CH3:18])[N:12]=2)=[CH:6][CH:7]=1 |f:1.2|. Procedure: To a stirred, room temperature solution of 5-(4-chlorophenyl) -2,4-dihydro-4-ethyl-3H-1,2,4-triazol-3-one (6.00 g, 2.68×10-2 mole) and 1 molar aqueous NaOH (30.0 ml, 3.00×10-2 mole) was added a solution of methyl iodide (2.5 ml, 4.0×10-2 mole) and ethanol (10 ml). After stirring overnight at room temperature, the reaction mixture was transferred to a separatory funnel where it was extracted three times with EtOAc. The EtOAc extracts were combined, washed with saturated aqueous NaCl, and dried ov...